This data is from the Open Reaction Database (ORD), a public repository of structured organic reaction records. The task is: describe an organic reaction: reactants, conditions, products, and yield Starting materials: CC1(CC(C2=C(N=C(S2)N2CCOCC2)C1)=O)C (5,5-Dimethyl-2-(morpholin-4-yl)-5,6-dihydro-1,3-benzothiazol-7(4H)-one), NOS(=O)(=O)O (hydroxylamine-O-sulfonic acid). The solvent is C(=O)O (formic acid). Product: CC1(CC2=C(NC(C1)=O)SC(=N2)N2CCOCC2)C (7,7-Dimethyl-2-(morpholin-4-yl)-4,6,7,8-tetrahydro-5H-[1,3]thiazolo[5,4-b]azepin-5-one). The yield is 22.6%. As a reaction SMILES: [CH3:1][C:2]1([CH3:18])[CH2:16][C:6]2[N:7]=[C:8]([N:10]3[CH2:15][CH2:14][O:13][CH2:12][CH2:11]3)[S:9][C:5]=2[C:4](=[O:17])[CH2:3]1.[NH2:19]OS(O)(=O)=O>C(O)=O>[CH3:1][C:2]1([CH3:18])[CH2:3][C:4](=[O:17])[NH:19][C:5]2[S:9][C:8]([N:10]3[CH2:15][CH2:14][O:13][CH2:12][CH2:11]3)=[N:7][C:6]=2[CH2:16]1. Reported procedure: To a stirred solution of Example 48 (1.00 g, 3.77 mmol) in formic acid (40 mL) was added, dropwise, hydroxylamine-O-sulfonic acid (0.64 g, 5.66 mmol). After refluxing overnight the reaction mixture was quenched with ice/water and neutralised with aqueous 5% NaOH and then extracted with DCM (2×40 μL). The organics were combined, dried (MgSO4), filtered and concentrated in vacuo. Purification by column chromatography (SiO2, 3:1 DCM/EtOAc) gave the title compound (0.24 g, 22%) as an off-white solid... Reactants: C(C)OC1=NN(C=C1CCC(=O)OCC)CC1=CC=C(C=C1)OCCN(C1=NC=CC=C1)C (ethyl 3-[3-ethoxy-1-[4-[2-[N-methyl-N-(2-pyridyl)amino]ethoxy]benzyl]-1H-pyrazol-4-yl]propionate), [OH-].[Na+] (sodium hydroxide), O1CCCC1 (tetrahydrofuran), C(C)O (ethanol). Run in Cl (hydrochloric acid). Run at time 3 hour. The product is C(C)OC1=NN(C=C1CCC(=O)O)CC1=CC=C(C=C1)OCCN(C1=NC=CC=C1)C (3-[3-ethoxy-1-[4-[2-[N-methyl-N-(2-pyridyl)amino]ethoxy]benzyl]-1H-pyrazol-4-yl]propionic acid). The yield is 55.7%. RXN SMILES: [CH2:1]([O:3][C:4]1[C:8]([CH2:9][CH2:10][C:11]([O:13]CC)=[O:12])=[CH:7][N:6]([CH2:16][C:17]2[CH:22]=[CH:21][C:20]([O:23][CH2:24][CH2:25][N:26]([CH3:33])[C:27]3[CH:32]=[CH:31][CH:30]=[CH:29][N:28]=3)=[CH:19][CH:18]=2)[N:5]=1)[CH3:2].[OH-].[Na+].O1CCCC1.C(O)C>Cl>[CH2:1]([O:3][C:4]1[C:8]([CH2:9][CH2:10][C:11]([OH:13])=[O:12])=[CH:7][N:6]([CH2:16][C:17]2[CH:22]=[CH:21][C:20]([O:23][CH2:24][CH2:25][N:26]([CH3:33])[C:27]3[CH:32]=[CH:31][CH:30]=[CH:29][N:28]=3)=[CH:19][CH:18]=2)[N:5]=1)[CH3:2] |f:1.2|. Reported procedure: A mixture of ethyl 3-[3-ethoxy-1-[4-[2-[N-methyl-N-(2-pyridyl)amino]ethoxy]benzyl]-1H-pyrazol-4-yl]propionate (769 mg), 1 N aqueous sodium hydroxide solution (4 ml), tetrahydrofuran (8 ml), and ethanol (8 ml) was stirred at room temperature for 3 hours, diluted with 1 N hydrochloric acid (4 ml), and extracted with ethyl acetate. The ethyl acetate layer was washed with saturated aqueous sodium chloride solution, dried (MgSO4), and concentrated. The residue was subjected to silica gel column chrom...